Dataset: the Open Reaction Database (ORD), a public repository of structured organic reaction records. Task: describe an organic reaction: reactants, conditions, products, and yield The reactants are C(OC)(OC)=O (dimethyl carbonate), powder, O1C2=C(C=C1)C=C(C=C2)CCC(=O)C2=C(C=C(C=C2O)C)O[C@H]2[C@H](O)[C@@H](O)[C@H](O)[C@H](O2)CO (3-(5-Benzo[b]furanyl)-2'-(β-D-glucopyranosyloxy)-6'-hydroxy-4'-methylpropiophenone), 4A. The solvent is COCCOC (ethyleneglycol dimethyl ether), C(Cl)(Cl)Cl (chloroform). Conditions: temperature 40 celsius, time 24 hour. Yields the product O1C2=C(C=C1)C=C(C=C2)CCC(=O)C2=C(C=C(C=C2O)C)O[C@H]2[C@H](O)[C@@H](O)[C@H](O)[C@H](O2)COC(=O)OC (3-(5-benzo[b]-furanyl)-2'-(6-O-methoxycarbonyl-β-D-glucopyranosyloxy)-6'-hydroxy-4'-methylpropiophenone). RXN SMILES: [O:1]1[CH:5]=[CH:4][C:3]2[CH:6]=[C:7]([CH2:10][CH2:11][C:12]([C:14]3[C:19]([OH:20])=[CH:18][C:17]([CH3:21])=[CH:16][C:15]=3[O:22][C@@H:23]3[O:31][C@H:30]([CH2:32][OH:33])[C@@H:28]([OH:29])[C@H:26]([OH:27])[C@H:24]3[OH:25])=[O:13])[CH:8]=[CH:9][C:2]1=2.[C:34](=O)([O:37]C)[O:35][CH3:36]>COCCOC.C(Cl)(Cl)Cl>[O:1]1[CH:5]=[CH:4][C:3]2[CH:6]=[C:7]([CH2:10][CH2:11][C:12]([C:14]3[C:19]([OH:20])=[CH:18][C:17]([CH3:21])=[CH:16][C:15]=3[O:22][C@@H:23]3[O:31][C@H:30]([CH2:32][O:33][C:34]([O:35][CH3:36])=[O:37])[C@@H:28]([OH:29])[C@H:26]([OH:27])[C@H:24]3[OH:25])=[O:13])[CH:8]=[CH:9][C:2]1=2. Reported procedure: 3-(5-Benzo[b]furanyl)-2'-(β-D-glucopyranosyloxy)-6'-hydroxy-4'-methylpropiophenone (10 g) is dissolved in ethyleneglycol dimethyl ether (30 ml), and thereto are added dimethyl carbonate (100 ml), Novozyme 435 (2 g, manufactured by Novo Nordisk A/S, Denmark) and molecular sieves 4A powder (8 g), and the mixture is stirred at 40° C. for 24 hours, and stirred at room temperature for 14 hours. The reaction mixture is diluted with chloroform, and the insoluble materials are removed by filtration. The... Starting materials: C(C)(C)(C)OC(=O)N[C@H](C(=O)O[C@H]1CN2CCC1CC2)CC2=CC=CC=C2 ((S)—((R)-quinuclidin-3-yl) 2-(tert-butoxycarbonylamino)-3-phenylpropanoate), BrCC(=O)C1=CC=CC=C1 (2-bromo-1-phenylethanone). Solvent: CCOC(=O)C (EtOAc). Run at time 3 day. Product: [Br-].C(C)(C)(C)OC(=O)N[C@H](C(=O)O[C@H]1C[N+]2(CCC1CC2)CC(C2=CC=CC=C2)=O)CC2=CC=CC=C2 ((R)-3-((S)-2-(tert-butoxycarbonylamino)-3-phenylpropanoyloxy)-1-(2-oxo-2-phenylethyl)-1-azoniabicyclo[2.2.2]octane bromide). The yield is 84.9%. RXN SMILES: [C:1]([O:5][C:6]([NH:8][C@@H:9]([CH2:21][C:22]1[CH:27]=[CH:26][CH:25]=[CH:24][CH:23]=1)[C:10]([O:12][C@@H:13]1[CH:18]2[CH2:19][CH2:20][N:15]([CH2:16][CH2:17]2)[CH2:14]1)=[O:11])=[O:7])([CH3:4])([CH3:3])[CH3:2].[Br:28][CH2:29][C:30]([C:32]1[CH:37]=[CH:36][CH:35]=[CH:34][CH:33]=1)=[O:31]>CCOC(C)=O>[Br-:28].[C:1]([O:5][C:6]([NH:8][C@@H:9]([CH2:21][C:22]1[CH:23]=[CH:24][CH:25]=[CH:26][CH:27]=1)[C:10]([O:12][C@@H:13]1[CH:18]2[CH2:19][CH2:20][N+:15]([CH2:29][C:30](=[O:31])[C:32]3[CH:37]=[CH:36][CH:35]=[CH:34][CH:33]=3)([CH2:16][CH2:17]2)[CH2:14]1)=[O:11])=[O:7])([CH3:4])([CH3:2])[CH3:3] |f:3.4|. Procedure details: To a solution of (S)—((R)-quinuclidin-3-yl) 2-(tert-butoxycarbonylamino)-3-phenylpropanoate (600 mg, 1.60 mmol) in EtOAc (10 ml), was added portionwise 2-bromo-1-phenylethanone (303 mg, 1.52 mmol). The reaction was stirred at RT for three days. The precipitate was collected by filtration and dried under vacuum to obtain (R)-3-((S)-2-(tert-butoxycarbonylamino)-3-phenylpropanoyloxy)-1-(2-oxo-2-phenylethyl)-1-azoniabicyclo[2.2.2]octane bromide (740 mg, 81% yield). Reactants: ClC=1C=C(C=CC1Cl)NN (3,4-dichlorophenylhydrazine), [S-]C#N (thiocyanate), [K] (potassium). The solvent is O (water). Yields the product ClC=1C=C(C=CC1Cl)NNC(=S)N (3,4-dichlorophenylthiosemicarbazide). Yield: 95.0%. Reaction SMILES: [Cl:1][C:2]1[CH:3]=[C:4]([NH:9][NH2:10])[CH:5]=[CH:6][C:7]=1[Cl:8].[S-:11][C:12]#[N:13].[K]>O>[Cl:1][C:2]1[CH:3]=[C:4]([NH:9][NH:10][C:12]([NH2:13])=[S:11])[CH:5]=[CH:6][C:7]=1[Cl:8] |^1:13|. Reported procedure: A mixture of 3,4-dichlorophenylhydrazine (18.8 mmol) and thiocyanate of potassium (55.7 mmol) was dissolved in water (1 L) and heated for 17 hours. After cooling the product the solid was filtered and dried in vacuo to give 3,4-dichlorophenylthiosemicarbazide (4.20 g, yield=95%). H1NMR (300 MHz, DMSO, 25° C.) δ: 9.37 (s, 1H); 8.30 (s, 1H); 7.84 (s, 1H); 7.60 (s, 1H); 7.40 (d, J=8.7 Hz, 1H); 6.37 (d, J=2.52 Hz. 1H); 6.60 (dd, J=8.67 Hz, J=2.5 Hz. 1H) ppm. EM (ES+) m/z=236 (100%) [M+H]+. The reactants are C1(=CC=CC=C1)C(N1CCN(CC1)CC1=CC2=C(N(C=N2)CC)C=C1)C1=CC=CC=C1 (5-[4-(diphenylmethyl)-1-piperazinylmethyl]-1-ethyl-1H-benzimidazole), [NH2-].[Na+] (sodium amide), CN(C1=CC=CC=C1)C (N,N-dimethylbenzenamine). Conditions: temperature 135 celsius, time 3 hour. Product: C1(=CC=CC=C1)C(N1CCN(CC1)CC1=CC2=C(N(C(=N2)N)CC)C=C1)C1=CC=CC=C1 (5-[4-(diphenylmethyl)-1-piperazinylmethyl]-1-ethyl-1H-benzimidazol-2-amine). RXN SMILES: [C:1]1([CH:7]([C:26]2[CH:31]=[CH:30][CH:29]=[CH:28][CH:27]=2)[N:8]2[CH2:13][CH2:12][N:11]([CH2:14][C:15]3[CH:25]=[CH:24][C:18]4[N:19]([CH2:22][CH3:23])[CH:20]=[N:21][C:17]=4[CH:16]=3)[CH2:10][CH2:9]2)[CH:6]=[CH:5][CH:4]=[CH:3][CH:2]=1.[NH2-].[Na+].C[N:35](C)C1C=CC=CC=1>>[C:26]1([CH:7]([C:1]2[CH:6]=[CH:5][CH:4]=[CH:3][CH:2]=2)[N:8]2[CH2:13][CH2:12][N:11]([CH2:14][C:15]3[CH:25]=[CH:24][C:18]4[N:19]([CH2:22][CH3:23])[C:20]([NH2:35])=[N:21][C:17]=4[CH:16]=3)[CH2:10][CH2:9]2)[CH:31]=[CH:30][CH:29]=[CH:28][CH:27]=1 |f:1.2|. Procedure details: A mixture of 4.1 parts of 5-[4-(diphenylmethyl)-1-piperazinylmethyl]-1-ethyl-1H-benzimidazole, 1.2 parts of sodium amide and 20 parts of N,N-dimethylbenzenamine is stirred and heated slowly to 135° C. Stirring at 135° C. is continued for 3 hours. The reaction mixture is cooled and poured onto water. The product is extracted with trichloromethane. The extract is dried, filtered and evaporated. The residue is purified by column-chromatography over silica gel using a mixture of trichloromethane and... Starting materials: BrC1=CC=C(COC2=C(C=CC=C2)CCN(C(=O)OC(C)(C)C)CC2=CC=C(C(=O)OC)C=C2)C=C1 (Methyl 4-[({2-[2-(4-bromobenzyloxy)phenyl]ethyl}-tert-butoxycarbonylamino)methyl]benzoate), FC(C(=O)O)(F)F (trifluoroacetic acid), C([O-])(O)=O.[Na+] (sodium bicarbonate). Solvent: ClCCl (dichloromethane). Product: BrC1=CC=C(COC2=C(C=CC=C2)CCNCC2=CC=C(C(=O)OC)C=C2)C=C1 (Methyl 4-({2-[2-(4-bromobenzyloxy)phenyl]ethylamino}methyl)benzoate). The yield is 93.0%. RXN SMILES: [Br:1][C:2]1[CH:36]=[CH:35][C:5]([CH2:6][O:7][C:8]2[CH:13]=[CH:12][CH:11]=[CH:10][C:9]=2[CH2:14][CH2:15][N:16]([CH2:24][C:25]2[CH:34]=[CH:33][C:28]([C:29]([O:31][CH3:32])=[O:30])=[CH:27][CH:26]=2)C(OC(C)(C)C)=O)=[CH:4][CH:3]=1.FC(F)(F)C(O)=O.C(=O)(O)[O-].[Na+]>ClCCl>[Br:1][C:2]1[CH:3]=[CH:4][C:5]([CH2:6][O:7][C:8]2[CH:13]=[CH:12][CH:11]=[CH:10][C:9]=2[CH2:14][CH2:15][NH:16][CH2:24][C:25]2[CH:26]=[CH:27][C:28]([C:29]([O:31][CH3:32])=[O:30])=[CH:33][CH:34]=2)=[CH:35][CH:36]=1 |f:2.3|. Reported procedure: A solution of 4.2 g (7.57 mmol) of methyl 4-[({2-[2-(4-bromobenzyloxy)phenyl]ethyl}-tert-butoxycarbonylamino)methyl]benzoate from Example 4A in 15 ml of dichloromethane is stirred with 15 ml of trifluoroacetic acid at room temperature for 4 hours. The reaction solution is then neutralized with aqueous sodium bicarbonate solution, and the organic phase is separated off and dried over sodium sulfate. Filtration is followed by removal of the solvent in vacuo. 3.2 g (7.04 mmol, 92% yield) of a color... The reactants are [Br-], O=C1CN(C(c2ccccc2)c2ccccc2)C1, [Mg+]C1CC1, [Na+], [Na+], O=C([O-])[O-], C1CCOC1, C1CCOC1, O. Product: OC1(C2CC2)CN(C(c2ccccc2)c2ccccc2)C1. RXN SMILES: [Br-:24].[CH:1]([c:2]1[cH:3][cH:4][cH:5][cH:6][cH:7]1)([c:8]1[cH:9][cH:10][cH:11][cH:12][cH:13]1)[N:14]1[CH2:15][C:16](=[O:18])[CH2:17]1.[CH:25]1([Mg+:26])[CH2:27][CH2:28]1.[Na+:30].[Na+:31].[O-:32][C:33](=[O:34])[O-:35].[O:19]1[CH2:20][CH2:21][CH2:22][CH2:23]1.[O:36]1[CH2:37][CH2:38][CH2:39][CH2:40]1.[OH2:29]>>[CH:1]([c:2]1[cH:3][cH:4][cH:5][cH:6][cH:7]1)([c:8]1[cH:9][cH:10][cH:11][cH:12][cH:13]1)[N:14]1[CH2:15][C:16]([OH:18])([CH:21]2[CH2:22][CH2:23]2)[CH2:17]1. The reactants are ClC1=C(C(=CC=C1)OCOC)C(C)=O (1-(2-chloro-6-(methoxymethoxy)phenyl)ethanone), Cl (HCl). Run in C1CCOC1 (THF). Run at temperature 65 celsius, time 3 hour. The product is ClC1=C(C(=CC=C1)O)C(C)=O (1-(2-Chloro-6-hydroxyphenyl)ethanone). Reaction SMILES: [Cl:1][C:2]1[CH:7]=[CH:6][CH:5]=[C:4]([O:8]COC)[C:3]=1[C:12](=[O:14])[CH3:13].Cl>C1COCC1>[Cl:1][C:2]1[CH:7]=[CH:6][CH:5]=[C:4]([OH:8])[C:3]=1[C:12](=[O:14])[CH3:13]. Procedure details: To a solution of 1-(2-chloro-6-(methoxymethoxy)phenyl)ethanone (38 g, 177.03 mmol, 1.00 equiv) in THF (380 mL) was added HCl (aq. 35 g, 2.00 equiv, 36%). The resulting mixture was allowed to react, with stirring, for 3 h at 65° C. The resulting mixture was extracted with ethyl acetate. The organic phase was separated, dried and concentrated under vacuum to give the crude title compound.